This data is from the Open Reaction Database (ORD), a public repository of structured organic reaction records. The task is: describe an organic reaction: reactants, conditions, products, and yield Starting materials: S(=O)(Cl)Cl (Thionyl chloride), OCC=1C=CC=2N(C3=CC=CC=C3S(C2C1)(=O)=O)C (3-hydroxymethyl-10-methylphenothiazine-5,5-dioxide). The solvent is C(Cl)(Cl)Cl (chloroform). Reaction conditions: time 1 hour. Product: ClCC=1C=CC=2N(C3=CC=CC=C3S(C2C1)(=O)=O)C (3-Chloromethyl-10-methylphenothiazine-5,5-dioxide). Isolated yield 100.0%. As a reaction SMILES: S(Cl)([Cl:3])=O.O[CH2:6][C:7]1[CH:8]=[CH:9][C:10]2[N:11]([CH3:23])[C:12]3[C:17]([S:18](=[O:22])(=[O:21])[C:19]=2[CH:20]=1)=[CH:16][CH:15]=[CH:14][CH:13]=3>C(Cl)(Cl)Cl>[Cl:3][CH2:6][C:7]1[CH:8]=[CH:9][C:10]2[N:11]([CH3:23])[C:12]3[C:17]([S:18](=[O:22])(=[O:21])[C:19]=2[CH:20]=1)=[CH:16][CH:15]=[CH:14][CH:13]=3. Reported procedure: Thionyl chloride (5 ml) was added to a mixture of 3-hydroxymethyl-10-methylphenothiazine-5,5-dioxide (1.23 g, 4.47 mmol) and chloroform (15 ml), and the mixture was stirred for 1 hour. The reaction mixture was concentrated under a reduced pressure, water was added to the residue, and the reaction product was extracted with chloroform. The extract was washed with water and saturated sodium chloride aqueous solution in that order, dried over anhydrous magnesium sulfate, and then concentrated under... The reactants are CC(C)(C)[Si](OCCCCO)(c1ccccc1)c1ccccc1, CCOC(=O)N=NC(=O)OCC, C1CCOC1, O=C1c2ccccc2C(=O)N1O, c1ccc(P(c2ccccc2)c2ccccc2)cc1. Yields the product CC(C)(C)[Si](OCCCCON1C(=O)c2ccccc2C1=O)(c1ccccc1)c1ccccc1. As a reaction SMILES: [C:1]([CH3:2])([CH3:3])([CH3:4])[Si:5]([O:6][CH2:7][CH2:8][CH2:9][CH2:10][OH:11])([c:12]1[cH:13][cH:14][cH:15][cH:16][cH:17]1)[c:18]1[cH:19][cH:20][cH:21][cH:22][cH:23]1.[O:55]=[C:56]([O:57][CH2:58][CH3:59])[N:60]=[N:61][C:62]([O:63][CH2:64][CH3:65])=[O:66].[O:67]1[CH2:68][CH2:69][CH2:70][CH2:71]1.[OH:43][N:44]1[C:45](=[O:54])[c:46]2[c:47]([cH:50][cH:51][cH:52][cH:53]2)[C:48]1=[O:49].[c:24]1([P:25]([c:26]2[cH:27][cH:28][cH:29][cH:30][cH:31]2)[c:32]2[cH:33][cH:34][cH:35][cH:36][cH:37]2)[cH:38][cH:39][cH:40][cH:41][cH:42]1>>[C:1]([CH3:2])([CH3:3])([CH3:4])[Si:5]([O:6][CH2:7][CH2:8][CH2:9][CH2:10][O:11][N:44]1[C:45](=[O:54])[c:46]2[c:47]([cH:50][cH:51][cH:52][cH:53]2)[C:48]1=[O:49])([c:12]1[cH:13][cH:14][cH:15][cH:16][cH:17]1)[c:18]1[cH:19][cH:20][cH:21][cH:22][cH:23]1. Reactants: CC1=CC=C(C=C1)C1=CC=C(C=C1)O (4′-methyl-4-hydroxybiphenyl), C1(CCCCC1)NC1CCCCC1 (dicyclohexylamine), P(OC)(OC)[O-] (dimethyl phosphite). Solvent: CC(=O)C (acetone). Product: COP(=O)(OC)O.CC1=CC=C(C=C1)C1=CC=CC=C1 (4′-methyl-biphenyl Dimethyl Phosphate). Yield: 188.8%. As a reaction SMILES: [CH3:1][C:2]1[CH:7]=[CH:6][C:5]([C:8]2[CH:13]=[CH:12][C:11]([OH:14])=[CH:10][CH:9]=2)=[CH:4][CH:3]=1.C1(NC2CCCCC2)CCCCC1.[P:28]([O-:33])([O:31]C)[O:29][CH3:30]>CC(C)=O>[CH3:30][O:29][P:28]([OH:33])([O:14][CH3:11])=[O:31].[CH3:1][C:2]1[CH:7]=[CH:6][C:5]([C:8]2[CH:9]=[CH:10][CH:11]=[CH:12][CH:13]=2)=[CH:4][CH:3]=1 |f:4.5|. Procedure: A mixture of 4′-methyl-4-hydroxybiphenyl (4.3 g, 23.4 mmol) and dicyclohexylamine (5.2 mL, 26.1 mmol) in acetone (30 mL) was refluxed for 1 h. Solvent was then evaporated in vacuo. The residue was dissolved in CCl4 (120 mL) and mixed with dimethyl phosphite (2.4 mL, 26.2 mmol). The mixture was refluxed for 4 h., cooled to r.t. and filtered. The filtrate was concentrated and chromatographed over silica gel eluting with hexanes:EtOAc (2:3) to give 6.5 g (95%) of the title compound as a white solid... The reactants are CCO, Cn1c(N)nc2cc([N+](=O)[O-])ccc21, NN. The product is Cn1c(N)nc2cc(N)ccc21. As a reaction SMILES: [CH3:17][CH2:18][OH:19].[CH3:1][n:2]1[c:3]([NH2:14])[n:4][c:5]2[c:6]1[cH:7][cH:8][c:9]([N+:11]([O-:12])=[O:13])[cH:10]2.[NH2:15][NH2:16]>>[CH3:1][n:2]1[c:3]([NH2:14])[n:4][c:5]2[c:6]1[cH:7][cH:8][c:9]([NH2:11])[cH:10]2. Starting materials: [H-].[Al+3].[Li+].[H-].[H-].[H-] (Lithium aluminum hydride), solution, ice water, COC(C1=CC=C(C=C1)OCC=1N=C(OC1C)C1=CC=CC=C1)=O (4-(5-methyl-2-phenyl-oxazol-4-ylmethoxy)-benzoic acid methyl ester). Solvent: C1CCOC1 (THF), C1CCOC1 (THF). Conditions: temperature 0 celsius, time 3 hour. Product: CC1=C(N=C(O1)C1=CC=CC=C1)COC1=CC=C(C=C1)CO ([4-(5-methyl-2-phenyl-oxazol-4-ylmethoxy)-phenyl]-methanol). Reaction SMILES: [H-].[Al+3].[Li+].[H-].[H-].[H-].C[O:8][C:9](=O)[C:10]1[CH:15]=[CH:14][C:13]([O:16][CH2:17][C:18]2[N:19]=[C:20]([C:24]3[CH:29]=[CH:28][CH:27]=[CH:26][CH:25]=3)[O:21][C:22]=2[CH3:23])=[CH:12][CH:11]=1>C1COCC1>[CH3:23][C:22]1[O:21][C:20]([C:24]2[CH:25]=[CH:26][CH:27]=[CH:28][CH:29]=2)=[N:19][C:18]=1[CH2:17][O:16][C:13]1[CH:12]=[CH:11][C:10]([CH2:9][OH:8])=[CH:15][CH:14]=1 |f:0.1.2.3.4.5|. Reported procedure: Lithium aluminum hydride (15.5 mL of a 1.0 M solution in THF) is added slowly to a cooled (ice-water bath) solution of the title B compound, 4-(5-methyl-2-phenyl-oxazol-4-ylmethoxy)-benzoic acid methyl ester (2.0 g, 6.18 mmol) in THF (30 mL). The mixture is stirred at 0° C. for 3 h, then quenched with saturated sodium bicarbonate, and extracted with EtOAc. The organic solution is washed with brine, dried over magnesium sulfate, and concentrated under vacuum to give the crude product. The product... The reactants are [H-].[Na+] (sodium hydride), ClC1=CC=C(N1)C(=O)OC (methyl 5-chloro-1H-pyrrole-2-carboxylate), CN(C)C=O (DMF), Heterocyclic, crude product, Cl (HCl). Run in C(=O)(O)[O-].[Na+] (NaHCO3), O1CCOCC1 (dioxane), CCOCC (Et2O). Reaction conditions: time 20 minute. Product: Cl.NN1C(=CC=C1Cl)C(=O)OC (Methyl 1-amino-5-chloro-1H-pyrrole-2-carboxylate, hydrochloride salt). The yield is 50.0%. As a reaction SMILES: [H-].[Na+].[Cl:3][C:4]1[NH:8][C:7]([C:9]([O:11][CH3:12])=[O:10])=[CH:6][CH:5]=1.Cl.C[N:15](C=O)C>C([O-])(O)=O.[Na+].O1CCOCC1.CCOCC>[ClH:3].[NH2:15][N:8]1[C:4]([Cl:3])=[CH:5][CH:6]=[C:7]1[C:9]([O:11][CH3:12])=[O:10] |f:0.1,5.6,9.10|. Procedure details: A mixture of sodium hydride (60%, 1.01 g, 25 mmol) and methyl 5-chloro-1H-pyrrole-2-carboxylate (J. Chem. Soc. 1965, 459–470, 2.96 g, 19.6 mmol) in DMF (40 mL) at 0° C. was stirred for 20 min, then was added 2,4-dinitrophenolamine (Tetrahedron Lett. 1968, 16, 1909–1910 and J. Heterocyclic Chem. 1967, 413, 3.90 g, 19.6 mmol) and the reaction mixture was stirred at 0° C. to rt overnight. The reaction mixture was diluted with saturated NaHCO3 solution and the product was extracted with EtOAc (3×100... Starting materials: ClC1=C(C=C(C(=O)O)C=C1)O (4-chloro-3-hydroxybenzoic acid), OC=1C=NC=C(C(=O)O)C1 (5-hydroxy-nicotinic acid). Yields the product C(C)(C)OC(C1=CN=CC(=C1)O)=O (5-hydroxy-nicotinic acid isopropyl ester). As a reaction SMILES: Cl[C:2]1[CH:10]=CC(C(O)=O)=C[C:3]=1O.[OH:12][C:13]1[CH:14]=[N:15][CH:16]=[C:17]([CH:21]=1)[C:18]([OH:20])=[O:19]>>[CH:2]([O:19][C:18](=[O:20])[C:17]1[CH:21]=[C:13]([OH:12])[CH:14]=[N:15][CH:16]=1)([CH3:10])[CH3:3]. Procedure details: The title compound was synthesized by substituting 4-chloro-3-hydroxybenzoic acid in Example 116A with 5-hydroxy-nicotinic acid. MS (DCI) m/z 182(M+H)+.